From a dataset of the Open Reaction Database (ORD), a public repository of structured organic reaction records. describe an organic reaction: reactants, conditions, products, and yield Reactants: C1(C(CCCC1)=O)=O (cyclohexanedione), BrCC(C(=O)OCC)=O (ethyl bromopyruvate), [OH-].[Na+] (sodium hydroxide), ice, Cl (hydrochloric acid), [OH-].[K+] (KOH), [OH-].[K+] (Potassium hydroxide). The solvent is CO (methyl alcohol), CO (methyl alcohol), O (water), CO (methyl alcohol). Conditions: time 14.5 hour. Product: O=C1CCCC2=C1C(=CO2)C(=O)O (4-oxo-4,5,6,7-tetrahydrobenzofuran-3-carboxylic acid). Yield: 50.5%. RXN SMILES: [OH-:1].[K+].[C:3]1(=[O:10])[CH2:8][CH2:7][CH2:6][CH2:5][C:4]1=O.Br[CH2:12][C:13](=O)[C:14]([O:16]CC)=[O:15].[OH-].[Na+].Cl>CO.O>[O:10]=[C:3]1[C:4]2[C:13]([C:14]([OH:16])=[O:15])=[CH:12][O:1][C:5]=2[CH2:6][CH2:7][CH2:8]1 |f:0.1,4.5|. Procedure: 4-Oxo-4,5,6,7-tetrahydrobenzofuran-3-carboxylic acid is prepared according to the following procedure. Potassium hydroxide (345 g, 6.15 mol) is dissolved in methyl alcohol (1.2 L) then cooled in an ice water bath. A solution of cyclohexanedione (714 g, 6.15 mol) in methyl alcohol (1.2 L), dissolved using gentle heat, is added dropwise to the cold, stirred KOH solution over 2 h. A solution of ethyl bromopyruvate (1200 g, 6.15 mol) in methyl alcohol (1.5 L) is then added dropwise over 3 h. The rea... Reactants: BrC=1C=NC=C(C(=O)C2C(N(CC2)C)=O)C1 (3-(5-bromonicotinoyl)-1-methylpyrrolidin-2-one), C(C)(=O)C1=CC=C(S1)B(O)O (5-Acetyl-2-thiopheneboronic acid), C(Cl)Cl (DCM), Na2CO3(4 equiv). The reagents and catalysts are C1(=CC=CC=C1)P([C-]1C=CC=C1)C1=CC=CC=C1.[C-]1(C=CC=C1)P(C1=CC=CC=C1)C1=CC=CC=C1.[Fe+2] (1,1′-bis(diphenylphosphino)ferrocene). The solvent is C1(=CC=CC=C1)C.O1CCOCC1 (toluene 1,4-dioxane). Conditions: temperature 85 celsius. The product is C(C)(=O)C1=CC=C(S1)C=1C=NC=C(C(=O)C2C(N(CC2)C)=O)C1 (3-(5-(5-acetylthiophen-2-yl)nicotinoyl)-1-methylpyrrolidin-2-one). The yield is 50.0%. Reaction SMILES: Br[C:2]1[CH:3]=[N:4][CH:5]=[C:6]([CH:16]=1)[C:7]([CH:9]1[CH2:13][CH2:12][N:11]([CH3:14])[C:10]1=[O:15])=[O:8].[C:17]([C:20]1[S:24][C:23](B(O)O)=[CH:22][CH:21]=1)(=[O:19])[CH3:18].C(Cl)Cl>C1(C)C=CC=CC=1.O1CCOCC1.C1(P(C2C=CC=CC=2)[C-]2C=CC=C2)C=CC=CC=1.[C-]1(P(C2C=CC=CC=2)C2C=CC=CC=2)C=CC=C1.[Fe+2]>[C:17]([C:20]1[S:24][C:23]([C:2]2[CH:3]=[N:4][CH:5]=[C:6]([CH:16]=2)[C:7]([CH:9]2[CH2:13][CH2:12][N:11]([CH3:14])[C:10]2=[O:15])=[O:8])=[CH:22][CH:21]=1)(=[O:19])[CH3:18] |f:3.4,5.6.7|. Reported procedure: A mixture of 3-(5-bromonicotinoyl)-1-methylpyrrolidin-2-one 3 (1 equiv), 5-Acetyl-2-thiopheneboronic acid (1.2 equiv), 1,1′-bis(diphenylphosphino)ferrocene]dichloro palladium(II) complex with DCM (0.1 equiv) and 2M Na2CO3(4 equiv) in toluene/1,4-dioxane(4:1, 15 volumes) was degassed and filled with nitrogen. Then the reaction mixture was heated to 85° C. and maintained for 2 h. After completion of the reaction filtered through Celite bed and washed with ethyl acetate. The combined organic layer ... The reactants are CC(=O)O, Cl, Cl, Cl, NC1CCC(CCN2CCN(c3nccc4ccoc34)CC2)CC1. The product is CC(=O)NC1CCC(CCN2CCN(c3nccc4ccoc34)CC2)CC1. RXN SMILES: [CH3:28][C:29]([OH:30])=[O:31].[ClH:1].[ClH:2].[ClH:3].[o:4]1[cH:5][cH:6][c:7]2[c:8]1[c:9]([N:13]1[CH2:14][CH2:15][N:16]([CH2:19][CH2:20][CH:21]3[CH2:22][CH2:23][CH:24]([NH2:27])[CH2:25][CH2:26]3)[CH2:17][CH2:18]1)[n:10][cH:11][cH:12]2>>[o:4]1[cH:5][cH:6][c:7]2[c:8]1[c:9]([N:13]1[CH2:14][CH2:15][N:16]([CH2:19][CH2:20][CH:21]3[CH2:22][CH2:23][CH:24]([NH:27][C:29]([CH3:28])=[O:30])[CH2:25][CH2:26]3)[CH2:17][CH2:18]1)[n:10][cH:11][cH:12]2. The reactants are C1COCCO1, CC1(c2ccccc2)CCN(c2ccnc(Cl)n2)C(=O)O1, [K+], [K+], O=C([O-])[O-], OB(O)c1ccc(F)cc1. Product: CC1(c2ccccc2)CCN(c2ccnc(-c3ccc(F)cc3)n2)C(=O)O1. Reaction SMILES: [CH2:38]1[O:39][CH2:40][CH2:41][O:42][CH2:43]1.[Cl:1][c:2]1[n:3][cH:4][cH:5][c:6]([N:8]2[C:9](=[O:21])[O:10][C:11]([c:14]3[cH:15][cH:16][cH:17][cH:18][cH:19]3)([CH3:20])[CH2:12][CH2:13]2)[n:7]1.[K+:32].[K+:33].[O-:34][C:35]([O-:36])=[O:37].[OH:22][B:23]([OH:24])[c:25]1[cH:26][cH:27][c:28]([F:29])[cH:30][cH:31]1>>[c:2]1(-[c:25]2[cH:26][cH:27][c:28]([F:29])[cH:30][cH:31]2)[n:3][cH:4][cH:5][c:6]([N:8]2[C:9](=[O:21])[O:10][C:11]([c:14]3[cH:15][cH:16][cH:17][cH:18][cH:19]3)([CH3:20])[CH2:12][CH2:13]2)[n:7]1. As a reaction SMILES: [CH3:1]/[C:2](=[CH:5]\[CH2:6][C@@H:7]1[CH2:11][CH:10]=[C:9]([CH3:12])[C:8]1([CH3:14])[CH3:13])/[CH:3]=[O:4].CC1[C@@H]2C(C)(C)[C@@H](C2)CC=1>>[CH3:1]/[C:2](=[CH:5]\[CH2:6][C@@H:7]1[CH2:11][CH:10]=[C:9]([CH3:12])[C:8]1([CH3:14])[CH3:13])/[CH2:3][OH:4]. The yield is 80.0%. Procedure: (E)-(S)-2-Methyl-4-(2,2,3-trimethylcyclopent-3-en-1-yl)-2-buten-1-al synthesized from (1R,5R)-α-pinene having an optical purity of 97% e.e. (available from Aldrich) was hydrogenated in the same manner as in Example 1 to obtain 3.08 g (yield 80%) of the title compound. The chemical purity of the product was found to be 98% by GC. The product is C/C(/CO)=C\C[C@H]1C(C(=CC1)C)(C)C ((E)-(S)-2-Methyl-4-(2,2,3-trimethylcyclopent-3-en-1-yl)-2-buten-1-ol). Starting materials: C/C(/C=O)=C\C[C@H]1C(C(=CC1)C)(C)C ((E)-(S)-2-Methyl-4-(2,2,3-trimethylcyclopent-3-en-1-yl)-2-buten-1-al), CC1=CC[C@@H]2C[C@H]1C2(C)C ((1R,5R)-α-pinene). Reactants: ClCC=1C(=CC(=C(C1)C)SC)F (5-Chloromethyl-4-fluoro-2-methylthiotoluene), [C-]#N.[Na+] (sodium cyanide), [Cl-].[Na+] (sodium chloride). Solvent: ice water. Conditions: time 18 hour. Product: C(#N)CC=1C(=CC(=C(C1)C)SC)F (5-cyanomethyl-4-fluoro-2-methylthiotoluene). Reaction SMILES: Cl[CH2:2][C:3]1[C:4]([F:12])=[CH:5][C:6]([S:10][CH3:11])=[C:7]([CH3:9])[CH:8]=1.[C-:13]#[N:14].[Na+].[Cl-].[Na+]>>[C:13]([CH2:2][C:3]1[C:4]([F:12])=[CH:5][C:6]([S:10][CH3:11])=[C:7]([CH3:9])[CH:8]=1)#[N:14] |f:1.2,3.4|. Procedure details: 5-Chloromethyl-4-fluoro-2-methylthiotoluene (21 g) is dissolved in N,N-dimemthylformamide (90 ml), and thereto is added finely divided sodium cyanide (6.03 g), and the mixture is stirred at room temperature for 18 hours. To the reaction mixture are added saturated aqueous sodium chloride solution (300 ml) and ice water (300 ml), and the mixture is extracted with ethyl acetate (300 ml×3). The combined extracts are washed with saturated aqueous sodium chloride solution (200 ml×3), dried over anhyd... Starting materials: S1C=CC2=C1C=CC(=C2)CCOCCN2CC(C2)O (1-(2-(2-(1-benzothiophene-5-yl)ethoxy)ethyl)-3-azetidinol), Cl (hydrogen chloride). The solvent is C(C)(=O)OCC (ethyl acetate), C(C)(=O)OCC (ethyl acetate). Conditions: time 1 hour. The product is Cl.S1C=CC2=C1C=CC(=C2)CCOCCN2CC(C2)O (1-(2-(2-(1-benzothiophene-5-yl)ethoxy)ethyl)-3-azetidinol hydrochloride). As a reaction SMILES: [S:1]1[C:5]2[CH:6]=[CH:7][C:8]([CH2:10][CH2:11][O:12][CH2:13][CH2:14][N:15]3[CH2:18][CH:17]([OH:19])[CH2:16]3)=[CH:9][C:4]=2[CH:3]=[CH:2]1.[ClH:20]>C(OCC)(=O)C>[ClH:20].[S:1]1[C:5]2[CH:6]=[CH:7][C:8]([CH2:10][CH2:11][O:12][CH2:13][CH2:14][N:15]3[CH2:18][CH:17]([OH:19])[CH2:16]3)=[CH:9][C:4]=2[CH:3]=[CH:2]1 |f:3.4|. Procedure: 1.03 g of 1-(2-(2-(1-benzothiophene-5-yl)ethoxy)ethyl)-3-azetidinol was dissolved in 4.2 ml of ethyl acetate. Thereafter, 0.86 ml of an ethyl acetate solution containing 4.76 mol/l dry hydrogen chloride was added to the obtained solution, and the obtained mixture was stirred at a room temperature for 1 hour, and then at 5° C. for 1 hour. Thereafter, precipitated crystals were collected by filtration, washed with ethyl acetate, and then dried, so as to obtain 0.98 g of 1-(2-(2-(1-benzothiophene-5...